The task is: describe an organic reaction: reactants, conditions, products, and yield. This data is from the Open Reaction Database (ORD), a public repository of structured organic reaction records. The reactants are CC(=O)O, O, O=[N+]([O-])O, Oc1ccc(OCc2ccccc2)cc1. Yields the product O=[N+]([O-])c1cc(OCc2ccccc2)ccc1O. Reaction SMILES: [CH3:21][C:22](=[O:23])[OH:24].[OH2:20].[OH:16][N+:17]([O-:18])=[O:19].[c:1]1([CH2:7][O:8][c:9]2[cH:10][cH:11][c:12]([OH:15])[cH:13][cH:14]2)[cH:2][cH:3][cH:4][cH:5][cH:6]1>>[c:1]1([CH2:7][O:8][c:9]2[cH:10][c:11]([N+:17](=[O:16])[O-:18])[c:12]([OH:15])[cH:13][cH:14]2)[cH:2][cH:3][cH:4][cH:5][cH:6]1.